From a dataset of the Open Reaction Database (ORD), a public repository of structured organic reaction records. describe an organic reaction: reactants, conditions, products, and yield Reactants: C(C(=O)Cl)(=O)Cl (oxalyl chloride), C(C(=O)Cl)(=O)Cl (oxalyl chloride), ClC1=NC(=CC(=C1)C(=O)O)OCC1=CC=CC=C1 (2-chloro-6-benzyloxypyridine-4-carboxylic acid). The reagents and catalysts are CN(C)C=O (DMF), CN(C)C=O (DMF), CN(C)C=O (DMF). The solvent is C(Cl)(Cl)Cl (CHCl3). Reaction conditions: time 1 hour. Yields the product ClC1=NC(=CC(=C1)C(=O)OC)OCC1=CC=CC=C1 (Methyl 2-chloro-6-benzyloxypyridine-4-carboxylate). RXN SMILES: [C:1](Cl)(=O)C(Cl)=O.[Cl:7][C:8]1[CH:13]=[C:12]([C:14]([OH:16])=[O:15])[CH:11]=[C:10]([O:17][CH2:18][C:19]2[CH:24]=[CH:23][CH:22]=[CH:21][CH:20]=2)[N:9]=1>CN(C=O)C.C(Cl)(Cl)Cl>[Cl:7][C:8]1[CH:13]=[C:12]([C:14]([O:16][CH3:1])=[O:15])[CH:11]=[C:10]([O:17][CH2:18][C:19]2[CH:24]=[CH:23][CH:22]=[CH:21][CH:20]=2)[N:9]=1. Procedure: With cooling with ice, oxalyl chloride (5.8 mL) and DMF (3 drops) were added to a CHCl3 (40 mL) solution of 2-chloro-6-benzyloxypyridine-4-carboxylic acid, and stirred at that temperature for 1 hour. DMF (3 drops) was added to it, and stirred overnight at room temperature, then oxalyl chloride (2.9 mL) and DMF (3 drops) were added to it, and stirred at room temperature for 3 hours. The solvent was evaporated away, CHCl3-MeOH was added to the residue, and stirred at room temperature for 30 minute...